Dataset: the Open Reaction Database (ORD), a public repository of structured organic reaction records. Task: describe an organic reaction: reactants, conditions, products, and yield The reactants are FC(C1=C(C=NC=C1)C(=O)N)(F)F (4-trifluoromethyl-3-pyridine carboxamide), OO (hydrogen peroxide). The solvent is C(C)(=O)O (acetic acid). Reaction conditions: temperature 70 celsius, time 8 hour. The product is FC(C1=C(C=[N+](C=C1)[O-])C(=O)N)(F)F (4-trifluoromethyl-3-pyridine carboxamide 1-oxide). As a reaction SMILES: [F:1][C:2]([F:13])([F:12])[C:3]1[CH:8]=[CH:7][N:6]=[CH:5][C:4]=1[C:9]([NH2:11])=[O:10].[OH:14]O>C(O)(=O)C>[F:13][C:2]([F:1])([F:12])[C:3]1[CH:8]=[CH:7][N+:6]([O-:14])=[CH:5][C:4]=1[C:9]([NH2:11])=[O:10]. Reported procedure: 0.8 g of 4-trifluoromethyl-3-pyridine carboxamide was dissolved in 7 ml of acetic acid. Then, 0.72 g of a 30% hydrogen peroxide aqueous solution was gradually dropwise added thereto. After completion of the dropwise addition, the reaction solution was heated to 70° C. and stirred for 8 hours at this temperature. After completion of the reaction, the solvent was distilled off under reduced pressure. The residue thereby obtained was washed with n-hexane to obtain 0.6 g of 4-trifluoromethyl-3-pyrid... Reactants: S(O)(O)(=O)=O (sulfuric acid), C(CCCCCCCCCCC)OS(=O)(=O)C1=CC=CC=C1.C(C)(C)[NH3+] (isopropylammoniumdodecylbenzene sulfonate), CC1=CC2=C(C=C1)NC3=CC4=C(C=C3C2=O)NC5=C(C4=O)C=C(C=C5)C (2,9-dimethylquinacridone). Yields the product C1=CC=C2C(=C1)C(=O)C3=CC4=C(C=C3N2)C(=O)C5=CC=CC=C5N4 (quinacridone). Reaction SMILES: S(=O)(=O)(O)O.C(OS(C1C=CC=CC=1)(=O)=O)CCCCCCCCCCC.C([NH3+])(C)C.C[C:33]1[CH:38]=[CH:37][C:36]2[NH:39][C:40]3[C:45]([C:46](=[O:47])[C:35]=2[CH:34]=1)=[CH:44][C:43]1[NH:48][C:49]2[CH:56]=[CH:55][C:54](C)=[CH:53][C:50]=2[C:51](=[O:52])[C:42]=1[CH:41]=3>>[CH:54]1[CH:53]=[C:50]2[C:51]([C:42]3[C:43]([NH:48][C:49]2=[CH:56][CH:55]=1)=[CH:44][C:45]1[C:46]([C:35]2[C:36]([NH:39][C:40]=1[CH:41]=3)=[CH:37][CH:38]=[CH:33][CH:34]=2)=[O:47])=[O:52] |f:1.2|. Reported procedure: A suitable vessel is charged with 8182 kg of 1.5% sulfuric acid, 68.2 kg of isopropylammoniumdodecylbenzene sulfonate and 4909 kg of mill powder from above. The mixture is heated near its boiling point for 3 hours after which the pigmentary solid solution of 2,9-dimethylquinacridone and quinacridone is isolated in a suitable filtration device and washed free of acid and salts. The resulting water wet pigment may be either dried as such or further treated depending on the desired end use.